This data is from the Open Reaction Database (ORD), a public repository of structured organic reaction records. The task is: describe an organic reaction: reactants, conditions, products, and yield The reactants are C(C)(C)(C)OC(CN(C1CCCC1)C(C(CSC(COC1=C(C(=C(C=C1)C(C(CC)=C)=O)Cl)Cl)=O)C)=O)=O (N-[3-[2,3-dichloro-4-(2-methylene-1-oxobutyl)phenoxy]acetylthio-2-methylpropanoyl]-N-cyclopentyl glycine t-butyl ester), FC(C(=O)O)(F)F (trifluoroacetic acid). Solvent: C(Cl)Cl (methylene chloride). Product: ClC1=C(OCC(=O)SCC(C(=O)N(CC(=O)O)C2CCCC2)C)C=CC(=C1Cl)C(C(CC)=C)=O (N-[3-[2,3-dichloro-4-(2-methylene-1-oxobutyl) phenoxy] acetylthio-2methylpropanoyl]-N-cyclopentyl glycine). Isolated yield 52.0%. As a reaction SMILES: C([O:5][C:6](=[O:38])[CH2:7][N:8]([C:14](=[O:37])[CH:15]([CH3:36])[CH2:16][S:17][C:18](=[O:35])[CH2:19][O:20][C:21]1[CH:26]=[CH:25][C:24]([C:27](=[O:32])[C:28](=[CH2:31])[CH2:29][CH3:30])=[C:23]([Cl:33])[C:22]=1[Cl:34])[CH:9]1[CH2:13][CH2:12][CH2:11][CH2:10]1)(C)(C)C.FC(F)(F)C(O)=O>C(Cl)Cl>[Cl:34][C:22]1[C:23]([Cl:33])=[C:24]([C:27](=[O:32])[C:28](=[CH2:31])[CH2:29][CH3:30])[CH:25]=[CH:26][C:21]=1[O:20][CH2:19][C:18]([S:17][CH2:16][CH:15]([CH3:36])[C:14]([N:8]([CH:9]1[CH2:10][CH2:11][CH2:12][CH2:13]1)[CH2:7][C:6]([OH:38])=[O:5])=[O:37])=[O:35]. Procedure: To a solution containing 5.2 g (8.7 mmol) of N-[3-[2,3-dichloro-4-(2-methylene-1-oxobutyl)phenoxy]acetylthio-2-methylpropanoyl]-N-cyclopentyl glycine t-butyl ester in 100 ml of methylene chloride was added 9.0 ml (117 mmol) of trifluoroacetic acid. After 12 hours the reaction mixture was carefully concentrated in vacuo and the residue was chromatographed via HPLC [methylene chloride/ether/acetic acid (88/10/2.5)]to afford 2.4 g (52%) of N-[3-[2,3-dichloro-4-(2-methylene-1-oxobutyl) phenoxy] acet...